This data is from the Open Reaction Database (ORD), a public repository of structured organic reaction records. The task is: describe an organic reaction: reactants, conditions, products, and yield Starting materials: O1C(CCCC1)OCCN1C(=NC2=C1C=CC=C2)CC2=CC=C(C(=O)N1C[C@H](CC1)N1CCCC1)C=C2 ((3′S)-1′-{4-[(1-(2-(tetrahydro-pyran-2-yloxy)-ethyl)-1H-benzimidazol-2-yl)methyl]benzoyl}-1,3′-bipyrrolidine), Cl (hydrogen chloride), C(C)OCC.C(C)O (diethyl ether ethanol). The product is C(\C=C\C(=O)O)(=O)O.N1(CCCC1)[C@@H]1CN(CC1)C(=O)C1=CC=C(CC2=NC3=C(N2CCO)C=CC=C3)C=C1 (2-(2-{4-[(3′S)-1,3′-Bipyrrolidin-1′-ylcarbonyl]benzyl}-1H-benzimidazol-1-yl)ethanol Fumarate). RXN SMILES: [O:1]1CCC[CH2:3][CH:2]1[O:7][CH2:8][CH2:9][N:10]1[C:14]2[CH:15]=[CH:16][CH:17]=[CH:18][C:13]=2[N:12]=[C:11]1[CH2:19][C:20]1[CH:37]=[CH:36][C:23]([C:24]([N:26]2[CH2:30][CH2:29][C@H:28]([N:31]3[CH2:35][CH2:34][CH2:33][CH2:32]3)[CH2:27]2)=[O:25])=[CH:22][CH:21]=1.Cl.C([O:41][CH2:42][CH3:43])C.C([OH:46])C>>[C:42]([OH:41])(=[O:46])/[CH:43]=[CH:3]/[C:2]([OH:7])=[O:1].[N:31]1([C@H:28]2[CH2:29][CH2:30][N:26]([C:24]([C:23]3[CH:36]=[CH:37][C:20]([CH2:19][C:11]4[N:10]([CH2:9][CH2:8][OH:7])[C:14]5[CH:15]=[CH:16][CH:17]=[CH:18][C:13]=5[N:12]=4)=[CH:21][CH:22]=3)=[O:25])[CH2:27]2)[CH2:32][CH2:33][CH2:34][CH2:35]1 |f:2.3,4.5|. Procedure details: Using essentially the same procedure described for Examples 217-222 and employing methyl 4-((1H-benzo[d]imidazol-2-yl)methyl)benzoate and 2-(2-bromoethoxy)tetrahydro-2H-pyran as starting materials, (3′S)-1′-{4-[(1-(2-(tetrahydro-pyran-2-yloxy)-ethyl)-1H-benzimidazol-2-yl)methyl]benzoyl}-1,3′-bipyrrolidine was obtained, [M+H] 503.2. A portion of (3′S)-1′-{4-[(1-(2-(tetrahydro-pyran-2-yloxy)-ethyl)-1H-benzimidazol-2-yl)methyl]benzoyl}-1,3′-bipyrrolidine was treated with hydrogen chloride in diethy... Reactants: CO, Cl, COC(=O)c1ccc(C(F)F)c2ccccc12, [Na+], [OH-]. Product: O=C(O)c1ccc(C(F)F)c2ccccc12. RXN SMILES: [CH3:21][OH:22].[ClH:20].[F:1][CH:2]([c:3]1[cH:4][cH:5][c:6]([C:13](=[O:14])[O:15][CH3:16])[c:7]2[cH:8][cH:9][cH:10][cH:11][c:12]12)[F:17].[Na+:19].[OH-:18]>>[F:1][CH:2]([c:3]1[cH:4][cH:5][c:6]([C:13](=[O:14])[OH:15])[c:7]2[cH:8][cH:9][cH:10][cH:11][c:12]12)[F:17]. The reactants are N=1C=CN2C1C=CC=C2SCCCCN2C(N1C(S(CCC1)(=O)=O)=C(C2=O)C)=O (7-[4-(imidazo[1,2-a]pyridin-5-ylthio)butyl]-1,1-dioxo-9-methyl-3,4-dihydro-2H,6H-pyrimido[6,1-b][1,3]thiazine-6,8(7H)-dione), Cl (hydrochloric acid). Run in CO (methanol). Yields the product Cl.N=1C=CN2C1C=CC=C2SCCCCN2C(N1C(S(CCC1)(=O)=O)=C(C2=O)C)=O (7-[4-(imidazo[1,2-a]pyridin-5-ylthio)-butyl]-9-methyl-1,1-dioxo-3,4-dihydro-2H,6H-pyrimido[6,1-b][1,3]thiazine-6,8(7H)-dione hydrochloride). As a reaction SMILES: [N:1]1[CH:2]=[CH:3][N:4]2[C:9]([S:10][CH2:11][CH2:12][CH2:13][CH2:14][N:15]3[C:26](=[O:27])[C:25]([CH3:28])=[C:18]4[S:19](=[O:24])(=[O:23])[CH2:20][CH2:21][CH2:22][N:17]4[C:16]3=[O:29])=[CH:8][CH:7]=[CH:6][C:5]=12.[ClH:30]>CO>[ClH:30].[N:1]1[CH:2]=[CH:3][N:4]2[C:9]([S:10][CH2:11][CH2:12][CH2:13][CH2:14][N:15]3[C:26](=[O:27])[C:25]([CH3:28])=[C:18]4[S:19](=[O:24])(=[O:23])[CH2:20][CH2:21][CH2:22][N:17]4[C:16]3=[O:29])=[CH:8][CH:7]=[CH:6][C:5]=12 |f:3.4|. Reported procedure: To a solution of 1.61 g (3.71 mmol) of 7-[4-(imidazo[1,2-a]pyridin-5-ylthio)butyl]-1,1-dioxo-9-methyl-3,4-dihydro-2H,6H-pyrimido[6,1-b][1,3]thiazine-6,8(7H)-dione in 20 ml of methanol, 0.38 ml (4.6 mmol) of concentrated hydrochloric acid was added. After the reaction mixture was concentrated to dryness, diethyl ether was added to the residue. The resulting crystal was collected by filtration and dried to yield 1.64 g (93.8%, light white crystal) of the desired product. Starting materials: CO, Cl, [Na+], O=C([O-])O, COc1ccc(C(=O)C(C)(C)C)cc1CO[Si](C)(C)C(C)(C)C. Yields the product COc1ccc(C(=O)C(C)(C)C)cc1CO. As a reaction SMILES: [CH3:30][OH:31].[ClH:24].[Na+:29].[O-:25][C:26]([OH:27])=[O:28].[Si:1]([C:2]([CH3:3])([CH3:4])[CH3:5])([CH3:6])([CH3:7])[O:8][CH2:9][c:10]1[c:11]([O:22][CH3:23])[cH:12][cH:13][c:14]([C:16]([C:17]([CH3:18])([CH3:19])[CH3:20])=[O:21])[cH:15]1>>[OH:8][CH2:9][c:10]1[c:11]([O:22][CH3:23])[cH:12][cH:13][c:14]([C:16]([C:17]([CH3:18])([CH3:19])[CH3:20])=[O:21])[cH:15]1. Starting materials: O=C([O-])[O-], Oc1ccc(CN2CC3(COC3)C2)c(Cl)c1, CS(=O)(=O)OC1CN(C(=O)c2nnc(-c3ccccc3)o2)C1, [Cs+], [Cs+], CN(C)C=O. Product: O=C(c1nnc(-c2ccccc2)o1)N1CC(Oc2ccc(CN3CC4(COC4)C3)c(Cl)c2)C1. As a reaction SMILES: [C:39](=[O:40])([O-:41])[O-:42].[CH2:1]1[O:2][CH2:3][C:4]12[CH2:5][N:6]([CH2:8][c:9]1[c:10]([Cl:16])[cH:11][c:12]([OH:15])[cH:13][cH:14]1)[CH2:7]2.[CH3:17][S:18]([O:19][CH:22]1[CH2:23][N:24]([C:26](=[O:27])[c:28]2[o:29][c:30](-[c:33]3[cH:34][cH:35][cH:36][cH:37][cH:38]3)[n:31][n:32]2)[CH2:25]1)(=[O:20])=[O:21].[Cs+:43].[Cs+:44].[O:45]=[CH:46][N:47]([CH3:48])[CH3:49]>>[CH2:1]1[O:2][CH2:3][C:4]12[CH2:5][N:6]([CH2:8][c:9]1[c:10]([Cl:16])[cH:11][c:12]([O:15][CH:22]3[CH2:23][N:24]([C:26](=[O:27])[c:28]4[o:29][c:30](-[c:33]5[cH:34][cH:35][cH:36][cH:37][cH:38]5)[n:31][n:32]4)[CH2:25]3)[cH:13][cH:14]1)[CH2:7]2. Starting materials: CC1COC(C(=O)O)OC1, COC(=O)c1sc(-c2ccccc2)cc1NC(C)C, O=C1CCC(=O)N1Cl, ClCCCl, c1ccc(P(c2ccccc2)c2ccccc2)cc1. The product is COC(=O)c1sc(-c2ccccc2)cc1N(C(=O)C1OCC(C)CO1)C(C)C. RXN SMILES: [CH3:1][CH:2]1[CH2:3][O:4][CH:5]([C:8](=[O:9])[OH:10])[O:6][CH2:7]1.[CH3:38][O:39][C:40](=[O:41])[c:42]1[s:43][c:44](-[c:51]2[cH:52][cH:53][cH:54][cH:55][cH:56]2)[cH:45][c:46]1[NH:47][CH:48]([CH3:49])[CH3:50].[Cl:30][N:31]1[C:32](=[O:33])[CH2:34][CH2:35][C:36]1=[O:37].[Cl:57][CH2:58][CH2:59][Cl:60].[c:11]1([P:12]([c:13]2[cH:14][cH:15][cH:16][cH:17][cH:18]2)[c:19]2[cH:20][cH:21][cH:22][cH:23][cH:24]2)[cH:25][cH:26][cH:27][cH:28][cH:29]1>>[CH3:1][CH:2]1[CH2:3][O:4][CH:5]([C:8](=[O:10])[N:47]([c:46]2[c:42]([C:40]([O:39][CH3:38])=[O:41])[s:43][c:44](-[c:51]3[cH:52][cH:53][cH:54][cH:55][cH:56]3)[cH:45]2)[CH:48]([CH3:49])[CH3:50])[O:6][CH2:7]1. Reactants: OC1=CC=C(C=C1)N1CCN(CC1)C1=CC=C(C=C1)N1C=NN(C1=O)C(C(C)NC(C)=O)C (N-[2-[4,5-dihydro-4-[4-[4-(4-hydroxyphenyl)-1-piperazinyl]phenyl]-5-oxo-1H-1,2,4-triazol-1-yl]-1-methylpropyl]acetamide). The solvent is Cl (HCl). Product: NC(C(C)N1N=CN(C1=O)C1=CC=C(C=C1)N1CCN(CC1)C1=CC=C(C=C1)O)C (2-(2-amino-1-methylpropyl)-2,4-dihydro-4-[4-[4-(4-hydroxyphenyl)-1-piperazinyl]phenyl]-3H-1,2,4-triazol-3-one). The yield is 0.7%. As a reaction SMILES: [OH:1][C:2]1[CH:7]=[CH:6][C:5]([N:8]2[CH2:13][CH2:12][N:11]([C:14]3[CH:19]=[CH:18][C:17]([N:20]4[C:24](=[O:25])[N:23]([CH:26]([CH3:33])[CH:27]([NH:29]C(=O)C)[CH3:28])[N:22]=[CH:21]4)=[CH:16][CH:15]=3)[CH2:10][CH2:9]2)=[CH:4][CH:3]=1>Cl>[NH2:29][CH:27]([CH3:28])[CH:26]([N:23]1[C:24](=[O:25])[N:20]([C:17]2[CH:16]=[CH:15][C:14]([N:11]3[CH2:10][CH2:9][N:8]([C:5]4[CH:4]=[CH:3][C:2]([OH:1])=[CH:7][CH:6]=4)[CH2:13][CH2:12]3)=[CH:19][CH:18]=2)[CH:21]=[N:22]1)[CH3:33]. Reported procedure: A mixture of intermediate (3d) (0.0069 mol) in HCl conc. (50 ml) was stirred and refluxed for 48 hours. The solvent was evaporated and the residue was dissolved in H2O (50ml). The mixture was alkalized with NH4OH and extracted with CH2Cl2/CH3OH 80/20 (500 ml). The organic layer was separated, dried, filtered and the solvent was evaporated. The residue was triturated in 2-propanol, filtered off and dried, yielding 2.6 g (92%) of [R(R*,S*)]-2-(2-amino-1-methylpropyl)-2,4-dihydro-4-[4-[4-(4-hydroxy... Starting materials: FC1=CC=C(CN)C=C1 (p-fluorobenzylamine), C([O-])([O-])=O.[Na+].[Na+] (sodium carbonate), ClC1=NC(=NC(=C1)Cl)SCC(=O)OCC ((4,6-dichloro-2-pyrimidinylthio)acetic acid, ethyl ester). Solvent: C(C)O (ethanol). The product is ClC1=NC(=NC(=C1)NCC1=CC=C(C=C1)F)SCC(=O)OCC ([4-Chloro-6(p-fluorobenzylamino)-2-pyrimidinylthio]acetic acid, ethyl ester). RXN SMILES: [F:1][C:2]1[CH:9]=[CH:8][C:5]([CH2:6][NH2:7])=[CH:4][CH:3]=1.C(=O)([O-])[O-].[Na+].[Na+].[Cl:16][C:17]1[CH:22]=[C:21](Cl)[N:20]=[C:19]([S:24][CH2:25][C:26]([O:28][CH2:29][CH3:30])=[O:27])[N:18]=1>C(O)C>[Cl:16][C:17]1[CH:22]=[C:21]([NH:7][CH2:6][C:5]2[CH:8]=[CH:9][C:2]([F:1])=[CH:3][CH:4]=2)[N:20]=[C:19]([S:24][CH2:25][C:26]([O:28][CH2:29][CH3:30])=[O:27])[N:18]=1 |f:1.2.3|. Reported procedure: A stirred mixture of 3.75 g of p-fluorobenzylamine, 3.18 g of anhydrous sodium carbonate and 8.01 g of (4,6-dichloro-2-pyrimidinylthio)acetic acid, ethyl ester in 150 ml of ethanol was heated under reflux for 5 hr. The reaction mixture was filtered and water was added to the filtrate until a precipitate was formed. The solid was collected and recrystallized from benzene-petroleum ether giving 3.6 g of product, mp. 70°-75°C.